This data is from the Open Reaction Database (ORD), a public repository of structured organic reaction records. The task is: describe an organic reaction: reactants, conditions, products, and yield The reactants are CO, N#CCc1cscc1Nc1c(Cl)cccc1Cl, [Na+], [OH-], O. Product: O=C(O)Cc1cscc1Nc1c(Cl)cccc1Cl. As a reaction SMILES: [CH3:21][OH:22].[Cl:1][c:2]1[c:3]([NH:4][c:5]2[c:6]([CH2:10][C:11]#[N:12])[cH:7][s:8][cH:9]2)[c:13]([Cl:17])[cH:14][cH:15][cH:16]1.[Na+:19].[OH-:18].[OH2:20]>>[Cl:1][c:2]1[c:3]([NH:4][c:5]2[c:6]([CH2:10][C:11](=[O:18])[OH:20])[cH:7][s:8][cH:9]2)[c:13]([Cl:17])[cH:14][cH:15][cH:16]1. Starting materials: ClCC(=O)Cl (Chloroacetyl chloride), C1(=CC=CC=C1)S(=O)(=O)C1=CC=C(C=C1)O (4-benzenesulfonyl-phenol), [Cl-].[Cl-].[Cl-].[Al+3] (aluminum trichloride). Run in C(=S)=S (carbon disulfide). Reaction conditions: temperature 130 celsius, time 10 minute. Product: C1(=CC=CC=C1)S(=O)(=O)C=1C=CC(=C(C1)C(C)=O)O (1-(5-benzenesulfonyl-2-hydroxy-phenyl)-ethanone). As a reaction SMILES: Cl[CH2:2][C:3](Cl)=[O:4].[C:6]1([S:12]([C:15]2[CH:20]=[CH:19][C:18]([OH:21])=[CH:17][CH:16]=2)(=[O:14])=[O:13])[CH:11]=[CH:10][CH:9]=[CH:8][CH:7]=1.[Cl-].[Cl-].[Cl-].[Al+3]>C(=S)=S>[C:6]1([S:12]([C:15]2[CH:20]=[CH:2][C:3]([OH:4])=[C:17]([C:18](=[O:21])[CH3:19])[CH:16]=2)(=[O:13])=[O:14])[CH:7]=[CH:8][CH:9]=[CH:10][CH:11]=1 |f:2.3.4.5|. Procedure: Chloroacetyl chloride (2.35 g; 0.030 mol) was added at 0° C. to a solution of 4-benzenesulfonyl-phenol (2.34 g; 0.010 mol) in carbon disulfide (50 mL). After 10 minutes at ambient temperature, aluminum trichloride was added in small portions. The reaction was heated at 130° C. under reflux, and the carbon disulfide was distilled, after which the reaction was heated at 180° C. for 45 minutes. After cooling to ambient temperature, the mixture was treated with 10% aqueous HCl (25 mL), extracted wit... Starting materials: C(C1=CC=CC=C1)OC(=O)C1(CC1)C(NC1=C(C=C(C=C1)OC1=CC(=NC=C1)NC(=O)N1CCC(CC1)N1CCN(CC1)C)F)=O (1-[2-Fluoro-4-(2-{[4-(4-methylpiperazin-1-yl)piperidine-1-carbonyl]amino}pyridin-4-yloxy)phenylcarbamoyl]cyclopropanecarboxylic acid benzyl ester), O (Water). The reagents and catalysts are [Pd] (palladium on carbon). Run in O1CCCC1 (tetrahydrofuran), C(C)O (ethanol). Reaction conditions: time 4 hour. Yields the product FC1=C(C=CC(=C1)OC1=CC(=NC=C1)NC(=O)N1CCC(CC1)N1CCN(CC1)C)NC(=O)C1(CC1)C(=O)O (1-[2-Fluoro-4-(2-{[4-(4-methylpiperazin-1-yl)piperidine-1-carbonyl]amino}pyridin-4-yloxy)phenylcarbamoyl]cyclopropanecarboxylic acid). Isolated yield 80.2%. RXN SMILES: C([O:8][C:9]([C:11]1([C:14](=[O:46])[NH:15][C:16]2[CH:21]=[CH:20][C:19]([O:22][C:23]3[CH:28]=[CH:27][N:26]=[C:25]([NH:29][C:30]([N:32]4[CH2:37][CH2:36][CH:35]([N:38]5[CH2:43][CH2:42][N:41]([CH3:44])[CH2:40][CH2:39]5)[CH2:34][CH2:33]4)=[O:31])[CH:24]=3)=[CH:18][C:17]=2[F:45])[CH2:13][CH2:12]1)=[O:10])C1C=CC=CC=1.O>O1CCCC1.C(O)C.[Pd]>[F:45][C:17]1[CH:18]=[C:19]([O:22][C:23]2[CH:28]=[CH:27][N:26]=[C:25]([NH:29][C:30]([N:32]3[CH2:37][CH2:36][CH:35]([N:38]4[CH2:39][CH2:40][N:41]([CH3:44])[CH2:42][CH2:43]4)[CH2:34][CH2:33]3)=[O:31])[CH:24]=2)[CH:20]=[CH:21][C:16]=1[NH:15][C:14]([C:11]1([C:9]([OH:10])=[O:8])[CH2:13][CH2:12]1)=[O:46]. Procedure details: 1-[2-Fluoro-4-(2-{[4-(4-methylpiperazin-1-yl)piperidine-1-carbonyl]amino}pyridin-4-yloxy)phenylcarbamoyl]cyclopropanecarboxylic acid benzyl ester (800 mg) was dissolved in a mixed solvent of tetrahydrofuran (4 ml) and ethanol (4 ml), palladium on carbon (400 mg) was added, and the mixture was stirred at room temperature under a hydrogen atmosphere (0.15 MPa) for 4 hours. Water (4 ml) was added to the reaction mixture, which was filtered, and the residue was washed with a 50% aqueous ethanol (8 m... Reactants: C(C1=CC=CC=C1)C(C(=O)OCC)C(C)O (ethyl 2-benzyl-3-hydroxybutyrate), N1=CC=CC=C1 (pyridine), C(C1=CC=CC=C1)(=O)Cl (benzoyl chloride). Solvent: O1CCCC1 (tetrahydrofuran). Product: C(C1=CC=CC=C1)C(C(=O)OCC)C(C)OC(C1=CC=CC=C1)=O (ethyl 2-benzyl-3-benzoyloxybutyrate). Isolated yield 85.0%. Reaction SMILES: [CH2:1]([CH:8]([CH:14]([OH:16])[CH3:15])[C:9]([O:11][CH2:12][CH3:13])=[O:10])[C:2]1[CH:7]=[CH:6][CH:5]=[CH:4][CH:3]=1.N1C=CC=CC=1.[C:23](Cl)(=[O:30])[C:24]1[CH:29]=[CH:28][CH:27]=[CH:26][CH:25]=1>O1CCCC1>[CH2:1]([CH:8]([CH:14]([O:16][C:23](=[O:30])[C:24]1[CH:29]=[CH:28][CH:27]=[CH:26][CH:25]=1)[CH3:15])[C:9]([O:11][CH2:12][CH3:13])=[O:10])[C:2]1[CH:7]=[CH:6][CH:5]=[CH:4][CH:3]=1. Reported procedure: A mixture of 0.04 mol of ethyl 2-benzyl-3-hydroxybutyrate, 0.045 mol of pyridine, 0.05 mol of benzoyl chloride and 40 ml of dried tetrahydrofuran (THF) was refluxed by heating for 8 hrs, and then was allowed to react at room temperature for further 12 hrs. Upon the completion of the reaction, the reaction mixture was filtered, and the solid component was wished with diethyl ether for three times. The organic phases were combined, wished well with saturated saline, and then dried over anhydrous s... Starting materials: C(=CCCCCCC)[C@@H]1C=CC(C1=CCCCCCC(=O)OC)=O ((4R)-4-(1-octenyl)-5-(6-methoxycarbonylhexylidene)-2-cyclopentenone), OO (hydrogen peroxide), [Cl-].[NH4+] (ammonium chloride). The reagents and catalysts are [OH-].[Na+] (sodium hydroxide). The solvent is CO (methanol). Reaction conditions: time 45 minute. Product: O1C=2C(C([C@@H](C21)C=CCCCCCC)=CCCCCCC(=O)OC)=O ((4S)-2,3-epoxy-4-(1-octenyl)-5-(6-methoxycarbonyl-hexylidene)cyclopentenone). Isolated yield 78.7%. As a reaction SMILES: [CH:1]([C@H:9]1[C:13](=[CH:14][CH2:15][CH2:16][CH2:17][CH2:18][CH2:19][C:20]([O:22][CH3:23])=[O:21])[C:12](=[O:24])[CH:11]=[CH:10]1)=[CH:2][CH2:3][CH2:4][CH2:5][CH2:6][CH2:7][CH3:8].[OH:25]O.[Cl-].[NH4+]>CO.[OH-].[Na+]>[O:25]1[C:10]2[C@@H:9]([CH:1]=[CH:2][CH2:3][CH2:4][CH2:5][CH2:6][CH2:7][CH3:8])[C:13](=[CH:14][CH2:15][CH2:16][CH2:17][CH2:18][CH2:19][C:20]([O:22][CH3:23])=[O:21])[C:12](=[O:24])[C:11]1=2 |f:2.3,5.6|. Reported procedure: To a solution of 600 mg (1.8 mmol) of (4R)-4-(1-octenyl)-5-(6-methoxycarbonylhexylidene)-2-cyclopentenone in 6 ml of methanol was added 0.92 ml (9.0 mmol) of 30% aqueous hydrogen peroxide with ice cooling and stirring, and then 60 microliters (60 micromol) of 1N aqueous sodium hydroxide was added. The mixture was stirred at 0 C. for 45 minutes. A saturated aqueous solution of ammonium chloride was added, and the mixture was extracted with hexane. The organic layer was washed with a saturated sod... Starting materials: BrB(Br)Br, COc1cccc(C2CCCN2CCN2C(=O)c3ccccc3C2=O)c1, ClC(Cl)Cl. Product: O=C1c2ccccc2C(=O)N1CCN1CCCC1c1cccc(O)c1. RXN SMILES: [B:27]([Br:28])([Br:29])[Br:30].[CH3:1][O:2][c:3]1[cH:4][c:5]([CH:9]2[N:10]([CH2:14][CH2:15][N:16]3[C:17](=[O:26])[c:18]4[cH:19][cH:20][cH:21][cH:22][c:23]4[C:24]3=[O:25])[CH2:11][CH2:12][CH2:13]2)[cH:6][cH:7][cH:8]1.[CH:31]([Cl:32])([Cl:33])[Cl:34]>>[OH:2][c:3]1[cH:4][c:5]([CH:9]2[N:10]([CH2:14][CH2:15][N:16]3[C:17](=[O:26])[c:18]4[cH:19][cH:20][cH:21][cH:22][c:23]4[C:24]3=[O:25])[CH2:11][CH2:12][CH2:13]2)[cH:6][cH:7][cH:8]1. The reactants are [N+](=O)([O-])C1=CC=C(C=C1)O (4-nitrophenol), ClC=1C(=CC2=C(C=C(C(O2)C(F)(F)F)C(=O)OCC)C1)F (ethyl 6-chloro-7-fluoro-2-(trifluoromethyl)-2H-1-benzopyran-3-carboxylate). Yields the product ClC=1C(=CC2=C(C=C(C(O2)C(F)(F)F)C(=O)O)C1)OC1=CC=C(C=C1)[N+](=O)[O-] (6-Chloro-7-(4-nitrophenoxy)-2-(trifluoromethyl)-2H-1-benzopyran-3-carboxylic Acid). Reaction SMILES: [N+:1]([C:4]1[CH:9]=[CH:8][C:7]([OH:10])=[CH:6][CH:5]=1)([O-:3])=[O:2].[Cl:11][C:12]1[C:13](F)=[CH:14][C:15]2[O:20][CH:19]([C:21]([F:24])([F:23])[F:22])[C:18]([C:25]([O:27]CC)=[O:26])=[CH:17][C:16]=2[CH:30]=1>>[Cl:11][C:12]1[C:13]([O:10][C:7]2[CH:8]=[CH:9][C:4]([N+:1]([O-:3])=[O:2])=[CH:5][CH:6]=2)=[CH:14][C:15]2[O:20][CH:19]([C:21]([F:23])([F:22])[F:24])[C:18]([C:25]([OH:27])=[O:26])=[CH:17][C:16]=2[CH:30]=1. Procedure: The title compound was prepared from 4-nitrophenol and ethyl 6-chloro-7-fluoro-2-(trifluoromethyl)-2H-1-benzopyran-3-carboxylate (Example 183, Step 2) via a procedure similar to that described in Example 183, Steps 3 and 4: mp 246.4-248.3° C. 1H NMR (acetone-d6/300 MHz) 8.34 (d, 2H, J=9.3 Hz), 7.96 (s, 1H), 7.82 (s, 1H), 7.29 (d, 2H, J=9.3 Hz), 7.02 (s, 1H), 5.90 (q, 1H, J=7.0 Hz). 19F NMR (acetone-d6/282 MHz) −79.3 (d, J=7.2 Hz). ESLRMS m/z 433 (M+NH4). ESHRMS m/z 433.0463 (M+NH4, Calc'd 433.04...